This data is from the Open Reaction Database (ORD), a public repository of structured organic reaction records. The task is: describe an organic reaction: reactants, conditions, products, and yield Starting materials: BrC1=CC=C(C=C1)C(CC(=O)C=1C=NC(=CC1)OC)C1=C(N=CS1)C (3-(4-bromophenyl)-1-(6-methoxypyridin-3-yl)-3-(4-methylthiazol-5-yl)propan-1-one), Cl (HCl). Solvent: O1CCOCC1 (1,4-dioxane). The product is BrC1=CC=C(C=C1)C(CC(=O)C=1C=CC(NC1)=O)C1=C(N=CS1)C (5-(3-(4-Bromophenyl)-3-(4-methylthiazol-5-yl)propanoyl)pyridin-2(1H)-one). RXN SMILES: [Br:1][C:2]1[CH:7]=[CH:6][C:5]([CH:8]([C:20]2[S:24][CH:23]=[N:22][C:21]=2[CH3:25])[CH2:9][C:10]([C:12]2[CH:13]=[N:14][C:15]([O:18]C)=[CH:16][CH:17]=2)=[O:11])=[CH:4][CH:3]=1.Cl>O1CCOCC1>[Br:1][C:2]1[CH:7]=[CH:6][C:5]([CH:8]([C:20]2[S:24][CH:23]=[N:22][C:21]=2[CH3:25])[CH2:9][C:10]([C:12]2[CH:17]=[CH:16][C:15](=[O:18])[NH:14][CH:13]=2)=[O:11])=[CH:4][CH:3]=1. Reported procedure: In analogy to example 162, step 2, 3-(4-bromophenyl)-1-(6-methoxypyridin-3-yl)-3-(4-methylthiazol-5-yl)propan-1-one was reacted with concentrated aqueous HCl in 1,4-dioxane to give the title compound as an yellow solid, MS (ESI+): m/z=405.2 [M+H]+.